This data is from the Open Reaction Database (ORD), a public repository of structured organic reaction records. The task is: describe an organic reaction: reactants, conditions, products, and yield The product is CCOC(=O)C1CC(O)CC1C(=O)NC1(C#N)CC1. Reaction SMILES: [BH4-:20].[CH2:1]([CH3:2])[O:3][C:4](=[O:5])[CH:6]1[CH:7]([C:12]([NH:13][C:14]2([C:17]#[N:18])[CH2:15][CH2:16]2)=[O:19])[CH2:8][C:9](=[O:11])[CH2:10]1.[CH2:22]1[O:23][CH2:24][CH2:25][CH2:26]1.[Na+:21]>>[CH2:1]([CH3:2])[O:3][C:4](=[O:5])[CH:6]1[CH:7]([C:12]([NH:13][C:14]2([C:17]#[N:18])[CH2:15][CH2:16]2)=[O:19])[CH2:8][CH:9]([OH:11])[CH2:10]1. Reactants: [BH4-], CCOC(=O)C1CC(=O)CC1C(=O)NC1(C#N)CC1, C1CCOC1, [Na+]. Reactants: OC1=C(C2=C(C(CCO2)=O)C=C1)CCC (2,3-dihydro-7-hydroxy-8-propyl-4H-1-benzopyran-4-one), COC(CCCOC1=CC(=C(C=C1)CCCCCCOS(=O)(=O)C)\C=C\C(=O)OC)=O ((E)-4-[3-(3-Methoxy-3-oxo-1-propenyl)-4-[6-[(methylsulfonyl)oxy]hexyl]phenoxy]butanoic Acid Methyl Ester). The product is COC(CCCOC1=CC(=C(C=C1)CCCCCCOC1=C(C2=C(C(CCO2)=O)C=C1)CCC)\C=C\C(=O)O)=O ((E)-4-[3-(2-carboxyethenyl)-4-[6[(3,4-dihydro-4-oxo-8-propyl-2H-1-benzopyran-7-yl)oxy]hexyl]phenoxy]butanoic acid methyl ester). Isolated yield 95.0%. RXN SMILES: [OH:1][C:2]1[CH:12]=[CH:11][C:5]2[C:6](=[O:10])[CH2:7][CH2:8][O:9][C:4]=2[C:3]=1[CH2:13][CH2:14][CH3:15].[CH3:16][O:17][C:18](=[O:46])[CH2:19][CH2:20][CH2:21][O:22][C:23]1[CH:28]=[CH:27][C:26]([CH2:29][CH2:30][CH2:31][CH2:32][CH2:33][CH2:34]OS(C)(=O)=O)=[C:25](/[CH:40]=[CH:41]/[C:42]([O:44]C)=[O:43])[CH:24]=1>>[CH3:16][O:17][C:18](=[O:46])[CH2:19][CH2:20][CH2:21][O:22][C:23]1[CH:28]=[CH:27][C:26]([CH2:29][CH2:30][CH2:31][CH2:32][CH2:33][CH2:34][O:1][C:2]2[CH:12]=[CH:11][C:5]3[C:6](=[O:10])[CH2:7][CH2:8][O:9][C:4]=3[C:3]=2[CH2:13][CH2:14][CH3:15])=[C:25](/[CH:40]=[CH:41]/[C:42]([OH:44])=[O:43])[CH:24]=1. Procedure: Using the procedure of example 11 and starting with 0.26 g (1.3 mmol) of 2,3-dihydro-7-hydroxy-8-propyl-4H-1-benzopyran-4-one and 0.76 g (1.3 mmol) of (E)-4-[3-(3-methoxy-3-oxo-1-propenyl)-4-[6-[(methylsulfonyl)oxy]hexyl]phenoxy]butanoic acid methyl ester (from example 113), (E)-4-[3-(2-carboxyethenyl)-4-[6[(3,4-dihydro-4-oxo-8-propyl-2H-1-benzopyran-7-yl)oxy]hexyl]phenoxy]butanoic acid methyl ester was obtained in 95% yield (0.36g) as a colorless oil which crystallized on standing. Recrystalliz... The reactants are O=C([O-])[O-], COC(OC)c1ccc([N+](=O)[O-])c(F)c1, CN(C)C=O, [Cl-], [Cs+], [Cs+], NC(=O)c1sc(N)nc1-c1ccc(C(F)(F)F)cc1, [NH4+]. The product is COC(OC)c1ccc([N+](=O)[O-])c(Nc2nc(-c3ccc(C(F)(F)F)cc3)c(C(N)=O)s2)c1. RXN SMILES: [C:35](=[O:36])([O-:37])[O-:38].[CH3:20][O:21][CH:22]([c:23]1[cH:24][c:25]([F:32])[c:26]([N+:29](=[O:30])[O-:31])[cH:27][cH:28]1)[O:33][CH3:34].[CH3:43][N:44]([CH3:45])[CH:46]=[O:47].[Cl-:41].[Cs+:39].[Cs+:40].[NH2:1][c:2]1[s:3][c:4]([C:17](=[O:18])[NH2:19])[c:5](-[c:7]2[cH:8][cH:9][c:10]([C:13]([F:14])([F:15])[F:16])[cH:11][cH:12]2)[n:6]1.[NH4+:42]>>[NH:1]([c:2]1[s:3][c:4]([C:17](=[O:18])[NH2:19])[c:5](-[c:7]2[cH:8][cH:9][c:10]([C:13]([F:14])([F:15])[F:16])[cH:11][cH:12]2)[n:6]1)[c:25]1[cH:24][c:23]([CH:22]([O:21][CH3:20])[O:33][CH3:34])[cH:28][cH:27][c:26]1[N+:29](=[O:30])[O-:31]. Yields the product COCCCOc1cc(C(=O)OC)ccc1OC. Reactants: COCCCBr, COC(=O)c1ccc(OC)c(O)c1, CC#N, [K+], [K+], O=C([O-])[O-]. Reaction SMILES: [Br:20][CH2:21][CH2:22][CH2:23][O:24][CH3:25].[CH3:1][O:2][C:3]([c:4]1[cH:5][c:6]([OH:12])[c:7]([O:10][CH3:11])[cH:8][cH:9]1)=[O:13].[CH3:26][C:27]#[N:28].[K+:14].[K+:15].[O-:16][C:17]([O-:18])=[O:19]>>[CH3:1][O:2][C:3]([c:4]1[cH:5][c:6]([O:12][CH2:21][CH2:22][CH2:23][O:24][CH3:25])[c:7]([O:10][CH3:11])[cH:8][cH:9]1)=[O:13]. The product is CN(C(=O)c1c(F)cc(F)cc1F)c1cccc(C(=O)C2CCN(C(=O)OC(C)(C)C)CC2)n1. As a reaction SMILES: [Br:1][c:2]1[n:3][c:4]([C:8](=[O:9])[CH:10]2[CH2:11][CH2:12][N:13]([C:16](=[O:17])[O:18][C:19]([CH3:20])([CH3:21])[CH3:22])[CH2:14][CH2:15]2)[cH:5][cH:6][cH:7]1.[CH3:23][NH:24][C:25]([c:26]1[c:27]([F:34])[cH:28][c:29]([F:33])[cH:30][c:31]1[F:32])=[O:35].[CH3:82][C:83]([CH3:84])([O-:85])[CH3:86].[CH3:88][c:89]1[cH:90][cH:91][cH:92][cH:93][cH:94]1.[Na+:87].[O:115]=[C:116]([CH:117]=[CH:118][c:119]1[cH:120][cH:121][cH:122][cH:123][cH:124]1)[CH:125]=[CH:126][c:127]1[cH:128][cH:129][cH:130][cH:131][cH:132]1.[O:133]=[C:134]([CH:135]=[CH:136][c:137]1[cH:138][cH:139][cH:140][cH:141][cH:142]1)[CH:143]=[CH:144][c:145]1[cH:146][cH:147][cH:148][cH:149][cH:150]1.[O:97]=[C:98]([CH:99]=[CH:100][c:101]1[cH:102][cH:103][cH:104][cH:105][cH:106]1)[CH:107]=[CH:108][c:109]1[cH:110][cH:111][cH:112][cH:113][cH:114]1.[Pd:95].[Pd:96].[cH:36]1[cH:37][cH:38][c:39]([P:40]([c:41]2[cH:42][cH:43][c:44]3[c:45]([cH:46][cH:47][cH:48][cH:49]3)[c:50]2-[c:51]2[c:52]3[c:53]([cH:54][cH:55][cH:56][cH:57]3)[cH:58][cH:59][c:60]2[P:61]([c:62]2[cH:63][cH:64][cH:65][cH:66][cH:67]2)[c:68]2[cH:69][cH:70][cH:71][cH:72][cH:73]2)[c:74]2[cH:75][cH:76][cH:77][cH:78][cH:79]2)[cH:80][cH:81]1>>[c:2]1([N:24]([CH3:23])[C:25]([c:26]2[c:27]([F:34])[cH:28][c:29]([F:33])[cH:30][c:31]2[F:32])=[O:35])[n:3][c:4]([C:8](=[O:9])[CH:10]2[CH2:11][CH2:12][N:13]([C:16](=[O:17])[O:18][C:19]([CH3:20])([CH3:21])[CH3:22])[CH2:14][CH2:15]2)[cH:5][cH:6][cH:7]1. Reactants: CC(C)(C)OC(=O)N1CCC(C(=O)c2cccc(Br)n2)CC1, CNC(=O)c1c(F)cc(F)cc1F, CC(C)(C)[O-], Cc1ccccc1, [Na+], O=C(C=Cc1ccccc1)C=Cc1ccccc1, O=C(C=Cc1ccccc1)C=Cc1ccccc1, O=C(C=Cc1ccccc1)C=Cc1ccccc1, [Pd], [Pd], c1ccc(P(c2ccccc2)c2ccc3ccccc3c2-c2c(P(c3ccccc3)c3ccccc3)ccc3ccccc23)cc1.